From a dataset of the Open Reaction Database (ORD), a public repository of structured organic reaction records. describe an organic reaction: reactants, conditions, products, and yield The reactants are C(C1=CC=CC=C1)N(C1=C(C(=CC=C1)[N+](=O)[O-])C)CC1=CC=C(C=C1)O (4-{[benzyl(2-methyl-3-nitrophenyl)amino]methyl}phenol), BrC=1C=C(C=CC1)B(O)O (3-bromophenylboronic acid). The product is C(C1=CC=CC=C1)N(C1=C(C(=CC=C1)[N+](=O)[O-])C)CC1=CC=C(C=C1)OC1=CC(=CC=C1)Br (N-benzyl-N-[4-(3-bromophenoxy)benzyl]-N-(2-methyl-3-nitrophenyl)amine). Reaction SMILES: [CH2:1]([N:8]([CH2:19][C:20]1[CH:25]=[CH:24][C:23]([OH:26])=[CH:22][CH:21]=1)[C:9]1[CH:14]=[CH:13][CH:12]=[C:11]([N+:15]([O-:17])=[O:16])[C:10]=1[CH3:18])[C:2]1[CH:7]=[CH:6][CH:5]=[CH:4][CH:3]=1.[Br:27][C:28]1[CH:29]=[C:30](B(O)O)[CH:31]=[CH:32][CH:33]=1>>[CH2:1]([N:8]([CH2:19][C:20]1[CH:25]=[CH:24][C:23]([O:26][C:32]2[CH:31]=[CH:30][CH:29]=[C:28]([Br:27])[CH:33]=2)=[CH:22][CH:21]=1)[C:9]1[CH:14]=[CH:13][CH:12]=[C:11]([N+:15]([O-:17])=[O:16])[C:10]=1[CH3:18])[C:2]1[CH:7]=[CH:6][CH:5]=[CH:4][CH:3]=1. Procedure details: The product from Example 65B and 3-bromophenylboronic acid were processed as described in Example 48A to provide the title compound. MS (ESI+) m/z 504 (M+H)+.